This data is from the Open Reaction Database (ORD), a public repository of structured organic reaction records. The task is: describe an organic reaction: reactants, conditions, products, and yield The reactants are CC(C)CCC[C@@H](C)CCC[C@@H](C)CCC\C(\C)=C\CO (phytol), CC(C)CCCC(C)CCCC(C)CCCC(C)(C=C)O (isophytol), CC1C(O)(C(=CC(=C1C)O)C)CC(=O)[O-] (2,3,6-trimethylhydroquinone-1-acetate), CC1=C2C(=C(C(=C1C)OC(=O)C)C)CC[C@@](O2)(C)CCC[C@H](C)CCC[C@H](C)CCCC(C)C (α-tocopheryl acetate). Yields the product (iso)phytol, CC1=C2C(=C(C(=C1C)OC(=O)C)C)CC[C@@](O2)(C)CCC[C@H](C)CCC[C@H](C)CCCC(C)C (TCPA), C(\C=C(/C)\CCC[C@H](C)CCC[C@H](C)CCCC(C)C)C=1C(C(O)(C(=C(C1O)C)C)CC(=O)[O-])C (3-phytyl-2,5,6-trimethylhydroquinone-1-acetate). As a reaction SMILES: [CH3:1][C:2]1[C:7]([CH3:8])=[C:6]([O:9][C:10]([CH3:12])=[O:11])[C:5]([CH3:13])=[C:4]2[CH2:14][CH2:15][C@:16]([CH2:19][CH2:20][CH2:21][C@@H:22]([CH2:24][CH2:25][CH2:26][C@@H:27]([CH2:29][CH2:30][CH2:31][CH:32]([CH3:34])[CH3:33])[CH3:28])[CH3:23])([CH3:18])[O:17][C:3]=12.[CH3:35][CH:36]1[C:42]([CH3:43])=[C:41]([OH:44])[CH:40]=[C:39]([CH3:45])[C:37]1([CH2:46][C:47]([O-:49])=[O:48])[OH:38].[CH3:50][CH:51]([CH2:53][CH2:54][CH2:55][C@H:56]([CH2:58][CH2:59][CH2:60][C@H:61]([CH2:63][CH2:64][CH2:65]/[C:66](=[CH:68]/CO)/[CH3:67])[CH3:62])[CH3:57])[CH3:52].[CH3:71]C(CCCC(CCCC(CCCC(O)(C=C)C)C)C)C>>[CH3:1][C:2]1[C:7]([CH3:8])=[C:6]([O:9][C:10]([CH3:12])=[O:11])[C:5]([CH3:13])=[C:4]2[CH2:14][CH2:15][C@:16]([CH2:19][CH2:20][CH2:21][C@@H:22]([CH2:24][CH2:25][CH2:26][C@@H:27]([CH2:29][CH2:30][CH2:31][CH:32]([CH3:34])[CH3:33])[CH3:28])[CH3:23])([CH3:18])[O:17][C:3]=12.[CH2:43]([C:42]1[CH:36]([CH3:35])[C:37]([CH2:46][C:47]([O-:49])=[O:48])([C:39]([CH3:45])=[C:40]([CH3:71])[C:41]=1[OH:44])[OH:38])/[CH:50]=[C:51](/[CH2:53][CH2:54][CH2:55][C@@H:56]([CH2:58][CH2:59][CH2:60][C@@H:61]([CH2:63][CH2:64][CH2:65][CH:66]([CH3:68])[CH3:67])[CH3:62])[CH3:57])\[CH3:52]. Procedure: The object is achieved by a new approach to the manufacture of α-tocopheryl acetate (TCPA). According to this approach, 2,3,6-trimethylhydroquinone-1-acetate (TMHQA) is reacted with either phytol (PH), isophytol (IP) or an (iso)phytol derivative to produce TCPA or 3-phytyl-2,5,6-trimethylhydroquinone-1-acetate (PTMHQA), whereupon the latter is submitted to ring closure to obtain TCPA. Reactants: N#Cc1ccc(Br)c(CBr)c1, O=C([O-])[O-], C1CSCCN1, [K+], [K+], CN(C)C=O. The product is N#Cc1ccc(Br)c(CN2CCSCC2)c1. Reaction SMILES: [Br:1][c:2]1[c:3]([CH2:10][Br:11])[cH:4][c:5]([C:6]#[N:7])[cH:8][cH:9]1.[C:18](=[O:19])([O-:20])[O-:21].[CH2:12]1[CH2:13][S:14][CH2:15][CH2:16][NH:17]1.[K+:22].[K+:23].[O:24]=[CH:25][N:26]([CH3:27])[CH3:28]>>[Br:1][c:2]1[c:3]([CH2:10][N:17]2[CH2:12][CH2:13][S:14][CH2:15][CH2:16]2)[cH:4][c:5]([C:6]#[N:7])[cH:8][cH:9]1. The reactants are C(C)S (ethylmercaptan), [H-].[Na+] (sodium hydride), oil, COC1=CC=C(C=C1)C1=C(C2=C(S1)C=C(C=C2)OC)C(C2=CC=C(C=C2)OC)=O (2-(4-Methoxyphenyl)-3-(4-Methoxybenzoyl)-6-Methoxybenzo[b]thiophene). Solvent: CN(C=O)C (dimethylformamide). Product: COC1=CC=C(C=C1)C1=C(C2=C(S1)C=C(C=C2)OC)C(C2=CC=C(C=C2)O)=O (2-(4-Methoxyphenyl)-3-(4-Hydroxybenzoyl)-6-Methoxybenzo[b]thiophene). The yield is 55.9%. Reaction SMILES: [CH3:1][O:2][C:3]1[CH:8]=[CH:7][C:6]([C:9]2[S:13][C:12]3[CH:14]=[C:15]([O:18][CH3:19])[CH:16]=[CH:17][C:11]=3[C:10]=2[C:20](=[O:29])[C:21]2[CH:26]=[CH:25][C:24]([O:27]C)=[CH:23][CH:22]=2)=[CH:5][CH:4]=1.[H-].[Na+].C(S)C>CN(C)C=O>[CH3:1][O:2][C:3]1[CH:4]=[CH:5][C:6]([C:9]2[S:13][C:12]3[CH:14]=[C:15]([O:18][CH3:19])[CH:16]=[CH:17][C:11]=3[C:10]=2[C:20](=[O:29])[C:21]2[CH:22]=[CH:23][C:24]([OH:27])=[CH:25][CH:26]=2)=[CH:7][CH:8]=1 |f:1.2|. Procedure: 2-(4-Methoxyphenyl)-3-(4-Methoxybenzoyl)-6-Methoxybenzo[b]thiophene (19.8 g, 49 mmol) was dissolved in dimethylformamide and sodium hydride (10 g of a 50% oil dispersion) was added. The reaction was cooled and ethylmercaptan (12.4 g) was added slowly. The reaction was warmed to 65° C.-70° C. until the reaction was complete. The volatiles were removed by evaporation, water was added to the reaction mixture, and the resulting mixture was extracted with ethyl acetate. The ethyl acetate extracts wer... Reactants: ClC1=CC=C(S1)C(=O)NCC=1N=CN(C1)C1=CC=C(C=C1)N1C(C(=CC=C1)O)=O (5-chloro-N-((1-(4-(3-hydroxy-2-oxopyridin-1(2H)-yl)phenyl)-1H-imidazol-4-yl)methyl)thiophene-2-carboxamide), BrCCO (2-bromoethanol), C(=O)([O-])[O-].[Cs+].[Cs+] (Cs2CO3). Solvent: CS(=O)C (DMSO). Run at temperature 60 celsius, time 1 hour. The product is ClC1=CC=C(S1)C(=O)NCC=1N=CN(C1)C1=CC=C(C=C1)N1C(C(=CC=C1)OCCO)=O (5-chloro-N-((1-(4-(3-(2-hydroxyethoxy)-2-oxopyridin-1(2H)-yl)phenyl)-1H-imidazol-4-yl)methyl)thiophene-2-carboxamide). Isolated yield 15.2%. Reaction SMILES: [Cl:1][C:2]1[S:6][C:5]([C:7]([NH:9][CH2:10][C:11]2[N:12]=[CH:13][N:14]([C:16]3[CH:21]=[CH:20][C:19]([N:22]4[CH:27]=[CH:26][CH:25]=[C:24]([OH:28])[C:23]4=[O:29])=[CH:18][CH:17]=3)[CH:15]=2)=[O:8])=[CH:4][CH:3]=1.Br[CH2:31][CH2:32][OH:33].C([O-])([O-])=O.[Cs+].[Cs+]>CS(C)=O>[Cl:1][C:2]1[S:6][C:5]([C:7]([NH:9][CH2:10][C:11]2[N:12]=[CH:13][N:14]([C:16]3[CH:17]=[CH:18][C:19]([N:22]4[CH:27]=[CH:26][CH:25]=[C:24]([O:28][CH2:31][CH2:32][OH:33])[C:23]4=[O:29])=[CH:20][CH:21]=3)[CH:15]=2)=[O:8])=[CH:4][CH:3]=1 |f:2.3.4|. Procedure: A mixture of 5-chloro-N-((1-(4-(3-hydroxy-2-oxopyridin-1(2H)-yl)phenyl)-1H-imidazol-4-yl)methyl)thiophene-2-carboxamide (30 mg, 0.070 mmol), 2-bromoethanol (0.020 mL, 0.28 mmol) and Cs2CO3 (90 mg, 0.28 mmol) in DMSO (1 mL) was stirred at 60° C. for 1 h. It was then purified by HPLC to give the titled compound (5 mg). MS 471.0 and 473.0 (M+H, Cl pattern).